From a dataset of the Open Reaction Database (ORD), a public repository of structured organic reaction records. describe an organic reaction: reactants, conditions, products, and yield Reactants: CI, [H-], [Na+], C1CCOC1, COC(=O)Nc1ccc(N2CCCC3(CCN(C4CCOCC4)C3=O)C2)cc1. Yields the product COC(=O)N(C)c1ccc(N2CCCC3(CCN(C4CCOCC4)C3=O)C2)cc1. As a reaction SMILES: [CH3:36][I:37].[H-:1].[Na+:2].[O:31]1[CH2:32][CH2:35][CH2:34][CH2:33]1.[O:3]=[C:4]1[N:5]([CH:25]2[CH2:26][CH2:27][O:28][CH2:29][CH2:30]2)[CH2:6][CH2:7][C:8]12[CH2:9][N:10]([c:14]1[cH:15][cH:16][c:17]([NH:20][C:21]([O:22][CH3:23])=[O:24])[cH:18][cH:19]1)[CH2:11][CH2:12][CH2:13]2>>[O:3]=[C:4]1[N:5]([CH:25]2[CH2:26][CH2:27][O:28][CH2:29][CH2:30]2)[CH2:6][CH2:7][C:8]12[CH2:9][N:10]([c:14]1[cH:15][cH:16][c:17]([N:20]([C:21]([O:22][CH3:23])=[O:24])[CH3:32])[cH:18][cH:19]1)[CH2:11][CH2:12][CH2:13]2. The reactants are C1(=CC=CC=C1)C1N(O1)S(=O)(=O)C1=CC=CC=C1 (3-phenyl-2-(phenylsulfonyl)-1,2-oxaziridine), C[Si](C)(C)[N-][Si](C)(C)C.[K+] (KHMDS), ClC=1C(=NN2C1N=C(C(=C2Cl)CC(=O)OC)C)C (methyl 2-(3,7-dichloro-2,5-dimethylpyrazolo[1,5-a]pyrimidin-6-yl)acetate). Solvent: C1CCOC1 (THF), C1CCOC1 (THF), C1CCOC1 (THF). Conditions: temperature -78 celsius, time 30 minute. Product: ClC=1C(=NN2C1N=C(C(=C2Cl)C(C(=O)OC)O)C)C (Methyl 2-(3,7-dichloro-2,5-dimethylpyrazolo[1,5-a]pyrimidin-6-yl)-2-hydroxyacetate). Isolated yield 52.6%. Reaction SMILES: C[Si]([N-][Si](C)(C)C)(C)C.[K+].[Cl:11][C:12]1[C:13]([CH3:28])=[N:14][N:15]2[C:20]([Cl:21])=[C:19]([CH2:22][C:23]([O:25][CH3:26])=[O:24])[C:18]([CH3:27])=[N:17][C:16]=12.C1(C2[O:37]N2S(C2C=CC=CC=2)(=O)=O)C=CC=CC=1>C1COCC1>[Cl:11][C:12]1[C:13]([CH3:28])=[N:14][N:15]2[C:20]([Cl:21])=[C:19]([CH:22]([OH:37])[C:23]([O:25][CH3:26])=[O:24])[C:18]([CH3:27])=[N:17][C:16]=12 |f:0.1|. Procedure details: To a stirred solution of KHMDS (0.5 M in toluene, 1.04 mL) in THF (5 mL) at −78° C. was added a solution of methyl 2-(3,7-dichloro-2,5-dimethylpyrazolo[1,5-a]pyrimidin-6-yl)acetate (0.15 g, 0.5 mmol) in THF (5 mL) over 20 mins. The reaction mixture was stirred at −78° C. for 30 min. A solution of 3-phenyl-2-(phenylsulfonyl)-1,2-oxaziridine (0.16 g, 0.63 mmol) in THF (5 mL) was added over 10 min and the resulted reaction mixture was stirred for an additional 30 min at −78° C. The reaction mixture... The reactants are CC(C)N(NC(=O)c1ccccc1)C(=O)CCc1ccccc1Br, O=C([O-])[O-], COCCOC, Cc1cc(F)ccc1B(O)O, [Na+], [Na+]. Product: Cc1cc(F)ccc1-c1ccccc1CCC(=O)N(NC(=O)c1ccccc1)C(C)C. As a reaction SMILES: [Br:1][c:2]1[c:3]([CH2:8][CH2:9][C:10](=[O:11])[N:12]([NH:13][C:14]([c:15]2[cH:16][cH:17][cH:18][cH:19][cH:20]2)=[O:21])[CH:22]([CH3:23])[CH3:24])[cH:4][cH:5][cH:6][cH:7]1.[C:25](=[O:26])([O-:27])[O-:28].[CH3:42][O:43][CH2:44][CH2:45][O:46][CH3:47].[F:31][c:32]1[cH:33][c:34]([CH3:41])[c:35]([B:38]([OH:39])[OH:40])[cH:36][cH:37]1.[Na+:29].[Na+:30]>>[c:2]1(-[c:35]2[c:34]([CH3:41])[cH:33][c:32]([F:31])[cH:37][cH:36]2)[c:3]([CH2:8][CH2:9][C:10](=[O:11])[N:12]([NH:13][C:14]([c:15]2[cH:16][cH:17][cH:18][cH:19][cH:20]2)=[O:21])[CH:22]([CH3:23])[CH3:24])[cH:4][cH:5][cH:6][cH:7]1. Reactants: COC=1C=C2CCN=CC2=CC1 (6-methoxy-3,4-dihydroisoquinoline), O (water), [BH4-].[Na+] (sodium borohydride). The solvent is CO (methanol). Conditions: time 15 minute. Yields the product COC=1C=C2CCNCC2=CC1 (6-Methoxy-1,2,3,4-tetrahydroisoquinoline). As a reaction SMILES: [CH3:1][O:2][C:3]1[CH:4]=[C:5]2[C:10](=[CH:11][CH:12]=1)[CH:9]=[N:8][CH2:7][CH2:6]2.O.[BH4-].[Na+]>CO>[CH3:1][O:2][C:3]1[CH:4]=[C:5]2[C:10](=[CH:11][CH:12]=1)[CH2:9][NH:8][CH2:7][CH2:6]2 |f:2.3|. Procedure: In methanol (100 ml), 6-methoxy-3,4-dihydroisoquinoline (10.4 g) was dissolved. To the resulting solution, water (10 ml) and then sodium borohydride (6.10 g) were added. The resulting mixture was stirred at room temperature for 15 minutes. The reaction mixture was concentrated under reduced pressure. The residue was dissolved in dichloromethane, followed by washing with water. The organic layer thus separated was dried over anhydrous sodium sulfate and distilled under reduced pressure to remove ... Starting materials: CCCCOC(=O)C(C)O, CS(=O)(=O)O, [I-], [K+], [Na+], [Na+], O=C([O-])[O-], CN(C)C=O, O=Cc1ccc(O)cc1. Product: CCCCOC(=O)C(C)Oc1ccc(C=O)cc1. As a reaction SMILES: [C:15]([CH:16]([OH:17])[CH3:18])(=[O:19])[O:20][CH2:21][CH2:22][CH2:23][CH3:24].[CH3:10][S:11]([OH:12])(=[O:13])=[O:14].[I-:32].[K+:31].[Na+:25].[Na+:26].[O-:27][C:28](=[O:29])[O-:30].[O:33]=[CH:34][N:35]([CH3:36])[CH3:37].[OH:1][c:2]1[cH:3][cH:4][c:5]([CH:6]=[O:7])[cH:8][cH:9]1>>[O:1]([c:2]1[cH:3][cH:4][c:5]([CH:6]=[O:7])[cH:8][cH:9]1)[CH:16]([C:15](=[O:19])[O:20][CH2:21][CH2:22][CH2:23][CH3:24])[CH3:18]. Reactants: [K] (potassium), ClC1=C(C=CC(=C1)OC)O (2-chloro-4-methoxyphenol), BrCCCCBr (1,4-dibromobutane). Product: ClC1=C(OCCCCBr)C=CC(=C1)OC (4-(2-chloro-4-methoxyphenoxy)butyl bromide). RXN SMILES: [K].[Cl:2][C:3]1[CH:8]=[C:7]([O:9][CH3:10])[CH:6]=[CH:5][C:4]=1[OH:11].[Br:12][CH2:13][CH2:14][CH2:15][CH2:16]Br>>[Cl:2][C:3]1[CH:8]=[C:7]([O:9][CH3:10])[CH:6]=[CH:5][C:4]=1[O:11][CH2:16][CH2:15][CH2:14][CH2:13][Br:12] |^1:0|. Procedure: The intermediate 4-(2-chloro-4-methoxyphenoxy)butyl bromide was prepared from the potassium salt of 2-chloro-4-methoxyphenol and 1,4-dibromobutane.